describe an organic reaction: reactants, conditions, products, and yield From a dataset of the Open Reaction Database (ORD), a public repository of structured organic reaction records. Yields the product CC(C)(C)OC(=O)CC(N)C#C[Si](C)(C)C. Starting materials: CC(=O)OC(C)(C)C, COC(C)(C)C, C[Si](C)(C)C#CC=O, C[Si](C)(C)Cl, C[Si](C)(C)[N-][Si](C)(C)C, [Li+]. As a reaction SMILES: [C:24]([CH3:25])(=[O:26])[O:27][C:28]([CH3:29])([CH3:30])[CH3:31].[C:32]([O:33][CH3:34])([CH3:35])([CH3:36])[CH3:37].[CH3:11][Si:12]([C:13]#[C:14][CH:15]=[O:16])([CH3:17])[CH3:18].[CH3:19][Si:20]([Cl:21])([CH3:22])[CH3:23].[CH3:1][Si:2]([N-:5][Si:3]([CH3:4])([CH3:6])[CH3:7])([CH3:8])[CH3:9].[Li+:10]>>[NH2:5][CH:15]([C:14]#[C:13][Si:12]([CH3:11])([CH3:17])[CH3:18])[CH2:25][C:24](=[O:26])[O:27][C:28]([CH3:29])([CH3:30])[CH3:31]. Starting materials: NCC=1C=CC(=C(C1)C1=NN(C(N1)=O)C1=CC(=C(C(=O)NC2=CC(=C(C=C2)F)C(F)F)C=C1)OC)Cl (4-(3-(5-(aminomethyl)-2-chlorophenyl)-5-oxo-4,5-dihydro-1H-1,2,4-triazol-1-yl)-N-(3-(difluoromethyl)-4-fluorophenyl)-2-methoxybenzamide), C1(CC1)C(=O)Cl (cyclopropylcarbonyl chloride), CCN(C(C)C)C(C)C (DIPEA). Reported procedure: The title compound was prepared by following the procedure as described for step-2 of Intermediate-30, by using 4-(3-(5-(aminomethyl)-2-chlorophenyl)-5-oxo-4,5-dihydro-1H-1,2,4-triazol-1-yl)-N-(3-(difluoromethyl)-4-fluorophenyl)-2-methoxybenzamide (Intermediate-35, 0.050 g, 0.09 mmol), cyclopropylcarbonyl chloride (0.016 g, 0.14 mmol), DIPEA (2.0 mL) and THF (5 mL) to afford 0.015 g of desired product. 1H NMR (300 MHz, DMSO d6): δ 0.67 (s, 4H), 1.59 (m, 1H), 3.92 (s, 3H), 3.32 (d, J=4.8 Hz, 2H),... Yield: 28.4%. Run in C1CCOC1 (THF). Yields the product ClC1=C(C=C(C=C1)CNC(=O)C1CC1)C1=NN(C(N1)=O)C1=CC(=C(C(=O)NC2=CC(=C(C=C2)F)C(F)F)C=C1)OC (4-(3-(2-Chloro-5-(cyclopropanecarboxamidomethyl)phenyl)-5-oxo-4,5-dihydro-1H-1,2,4-triazol-1-yl)-N-(3-(difluoromethyl)-4-fluorophenyl)-2-methoxybenzamide). As a reaction SMILES: [NH2:1][CH2:2][C:3]1[CH:4]=[CH:5][C:6]([Cl:36])=[C:7]([C:9]2[NH:13][C:12](=[O:14])[N:11]([C:15]3[CH:33]=[CH:32][C:18]([C:19]([NH:21][C:22]4[CH:27]=[CH:26][C:25]([F:28])=[C:24]([CH:29]([F:31])[F:30])[CH:23]=4)=[O:20])=[C:17]([O:34][CH3:35])[CH:16]=3)[N:10]=2)[CH:8]=1.[CH:37]1([C:40](Cl)=[O:41])[CH2:39][CH2:38]1.CCN(C(C)C)C(C)C>C1COCC1>[Cl:36][C:6]1[CH:5]=[CH:4][C:3]([CH2:2][NH:1][C:40]([CH:37]2[CH2:39][CH2:38]2)=[O:41])=[CH:8][C:7]=1[C:9]1[NH:13][C:12](=[O:14])[N:11]([C:15]2[CH:33]=[CH:32][C:18]([C:19]([NH:21][C:22]3[CH:27]=[CH:26][C:25]([F:28])=[C:24]([CH:29]([F:31])[F:30])[CH:23]=3)=[O:20])=[C:17]([O:34][CH3:35])[CH:16]=2)[N:10]=1. Starting materials: BrCC=1C=C2C=CC(N(C2=CC1)C)=O (6-bromomethyl-1-methyl-1,2-dihydroquinolin-2-one), C(C)C1(CC(OCC1)C)C1=CC(=CC(=C1)F)O ((2RS,4RS)-4-ethyl-4-(5-fluoro-3-hydroxyphenyl)-2-methyltetrahydropyran). Product: C(C)C1(CC(OCC1)C)C1=CC(=CC(=C1)F)OCC=1C=C2C=CC(N(C2=CC1)C)=O ((2RS,4RS)-4-ethyl-4-[5-fluoro-3-(1-methyl-2-oxo-1,2-dihydroquinolin-6-ylmethoxy)phenyl]-2-methyltetrahydropyran). Isolated yield 52.0%. Reaction SMILES: Br[CH2:2][C:3]1[CH:4]=[C:5]2[C:10](=[CH:11][CH:12]=1)[N:9]([CH3:13])[C:8](=[O:14])[CH:7]=[CH:6]2.[CH2:15]([C:17]1([C:24]2[CH:29]=[C:28]([F:30])[CH:27]=[C:26]([OH:31])[CH:25]=2)[CH2:22][CH2:21][O:20][CH:19]([CH3:23])[CH2:18]1)[CH3:16]>>[CH2:15]([C:17]1([C:24]2[CH:29]=[C:28]([F:30])[CH:27]=[C:26]([O:31][CH2:2][C:3]3[CH:4]=[C:5]4[C:10](=[CH:11][CH:12]=3)[N:9]([CH3:13])[C:8](=[O:14])[CH:7]=[CH:6]4)[CH:25]=2)[CH2:22][CH2:21][O:20][CH:19]([CH3:23])[CH2:18]1)[CH3:16]. Reported procedure: Using a similar procedure to that described in Example 14, 6-bromomethyl-1-methyl-1,2-dihydroquinolin-2-one was reacted with (2RS,4RS)-4-ethyl-4-(5-fluoro-3-hydroxyphenyl)-2-methyltetrahydropyran to give (2RS,4RS)-4-ethyl-4-[5-fluoro-3-(1-methyl-2-oxo-1,2-dihydroquinolin-6-ylmethoxy)phenyl]-2-methyltetrahydropyran in 52% yield, m.p. 99° C. The reactants are NC1=NC=C(C=C1)C#N (2-amino-5-cyanopyridine), C(C)OC(C(CBr)=O)=O (3-bromo-2-oxo-propionic acid ethyl ester), C(O)([O-])=O.[Na+] (sodium hydrogen carbonate). Solvent: C(C)O (ethanol), Cl.CO (hydrogen chloride methanol). The product is C(C)OC(=O)C=1N=C2N(C=C(C=C2)C#N)C1 (6-cyano-imidazo[1,2-a]pyridine-2-carboxylic acid ethyl ester). Isolated yield 88.5%. Reaction SMILES: [NH2:1][C:2]1[CH:7]=[CH:6][C:5]([C:8]#[N:9])=[CH:4][N:3]=1.[CH2:10]([O:12][C:13](=[O:18])[C:14](=O)[CH2:15]Br)[CH3:11].C(=O)([O-])O.[Na+]>C(O)C.Cl.CO>[CH2:10]([O:12][C:13]([C:14]1[N:1]=[C:2]2[CH:7]=[CH:6][C:5]([C:8]#[N:9])=[CH:4][N:3]2[CH:15]=1)=[O:18])[CH3:11] |f:2.3,5.6|. Reported procedure: In ethanol (30 ml), 2-amino-5-cyanopyridine (2.45 g) was dissolved. The solution was added with 3-bromo-2-oxo-propionic acid ethyl ester (3.90 g) and the whole was refluxed under heating for 7 hours. The concentrated residue was dissolved in a minimum amount of a 10% hydrogen chloride/methanol solution and the solution was adjusted to pH 8 with a saturated aqueous sodium hydrogen carbonate solution. The precipitate was collected by filtration, thereby obtaining the subject compound (3.81 g) as a... Reactants: CC(C)(C)OC(=O)C1(ON=C(C(=O)O)c2ccco2)CCCC1, CCO, CS(C)=O. Reaction SMILES: [C:1]([CH3:2])([CH3:3])([CH3:4])[O:5][C:6](=[O:7])[C:8]1([O:13][N:14]=[C:15]([C:16](=[O:17])[OH:18])[c:19]2[o:20][cH:21][cH:22][cH:23]2)[CH2:9][CH2:10][CH2:11][CH2:12]1.[CH3:24][CH2:25][OH:26].[CH3:27][S:28]([CH3:29])=[O:30]>>[C:1]([CH3:2])([CH3:3])([CH3:4])[O:5][C:6](=[O:7])[C:8]1([O:13][N:14]=[C:15]([C:16](=[O:17])[O:18][CH3:24])[c:19]2[o:20][cH:21][cH:22][cH:23]2)[CH2:9][CH2:10][CH2:11][CH2:12]1. The product is COC(=O)C(=NOC1(C(=O)OC(C)(C)C)CCCC1)c1ccco1. Starting materials: BrC1=C(C=CC(=C1)C(C)C)C(C)C (2-bromo-1,4-diisopropylbenzene), ClS(=O)(=O)O (chlorosulfonic acid). Solvent: C(Cl)(Cl)(Cl)Cl (carbon tetrachloride). The product is 105, BrC1=CC(=C(C=C1C(C)C)S(=O)(=O)Cl)C(C)C (4-bromo-2,5-diisopropylbenzenesulfonyl chloride). RXN SMILES: [Br:1][C:2]1[CH:7]=[C:6]([CH:8]([CH3:10])[CH3:9])[CH:5]=[CH:4][C:3]=1[CH:11]([CH3:13])[CH3:12].[Cl:14][S:15](O)(=[O:17])=[O:16]>C(Cl)(Cl)(Cl)Cl>[Br:1][C:2]1[C:3]([CH:11]([CH3:13])[CH3:12])=[CH:4][C:5]([S:15]([Cl:14])(=[O:17])=[O:16])=[C:6]([CH:8]([CH3:9])[CH3:10])[CH:7]=1. Procedure details: To a one-liter flask containing 80 parts of 2-bromo-1,4-diisopropylbenzene in 320 parts of carbon tetrachloride, there is added over 15 min. 154 parts of chlorosulfonic acid. After stirring thirty min. longer, the reaction mixture is poured onto 1000 parts of ice. The organic layer is separated and washed with 200 parts of water and then dried over magnesium sulfate. Removal of the solvent under reduced pressure gives 105 parts of 4-bromo-2,5-diisopropylbenzenesulfonyl chloride which can be recr...